This data is from the Open Reaction Database (ORD), a public repository of structured organic reaction records. The task is: describe an organic reaction: reactants, conditions, products, and yield Starting materials: [OH-].[Na+] (sodium hydroxide), Cl (hydrochloric acid), C(=O)(OC)C1NC2(C(N(C2O1)C(C(=O)OCC1=CC=CC=C1)=C(C)C)=O)C(CC1=CC=CC=C1)=O (benzyl α-(3ξ-carbomethoxy-2-phenylacetyl-7-oxo-4-oxa-2,6-diazabicyclo[3.2.0]heptan-6-yl)-α-isopropylideneacetate), O (water), aqueous solution. The solvent is C(C)(=O)OCC (ethyl acetate), ice water, CC(=O)C (acetone). Reaction conditions: time 1 hour. Product: C(=O)(O)C1NC2(C(N(C2O1)C(C(=O)OCC1=CC=CC=C1)=C(C)C)=O)C(CC1=CC=CC=C1)=O (benzyl α-(3ξ-carboxy-2-phenylacetyl-7-oxo-4-oxa-2,6-diazabicyclo[3.2.0]heptan-6-yl)-α-isopropylideneacetate). The yield is 110.2%. As a reaction SMILES: [C:1]([CH:5]1[O:11][CH:10]2[C:7]([C:27](=[O:35])[CH2:28][C:29]3[CH:34]=[CH:33][CH:32]=[CH:31][CH:30]=3)([C:8](=[O:26])[N:9]2[C:12](=[C:23]([CH3:25])[CH3:24])[C:13]([O:15][CH2:16][C:17]2[CH:22]=[CH:21][CH:20]=[CH:19][CH:18]=2)=[O:14])[NH:6]1)([O:3]C)=[O:2].O.[OH-].[Na+].Cl>CC(C)=O.C(OCC)(=O)C>[C:1]([CH:5]1[O:11][CH:10]2[C:7]([C:27](=[O:35])[CH2:28][C:29]3[CH:30]=[CH:31][CH:32]=[CH:33][CH:34]=3)([C:8](=[O:26])[N:9]2[C:12](=[C:23]([CH3:24])[CH3:25])[C:13]([O:15][CH2:16][C:17]2[CH:22]=[CH:21][CH:20]=[CH:19][CH:18]=2)=[O:14])[NH:6]1)([OH:3])=[O:2] |f:2.3|. Reported procedure: To a solution of 39 g of benzyl α-(3ξ-carbomethoxy-2-phenylacetyl-7-oxo-4-oxa-2,6-diazabicyclo[3.2.0]heptan-6-yl)-α-isopropylideneacetate in 628 ml of acetone is added 228 ml of water and then dropwise added 90.8 ml of 1.0 N aqueous solution of sodium hydroxide. The mixture is stirred for 1 hour under ice-cooling, diluted with 630 ml of ice water, covered with ethyl acetate, adjusted to pH 2 with 20% hydrochloric acid and extracted with ethyl acetate. The extract is washed with water, dried on s... Reactants: FC(S(=O)(=O)OC1=CC(=C(C(=C1)C)C(C)=O)C)(F)F (4-acetyl-3,5-dimethylphenyl trifluoromethanesulfonate), [F-].[K+] (KF), C1(=CC=CC=C1)B(O)O (phenylboronic acid). Reagents/catalysts: CC(=O)[O-].CC(=O)[O-].[Pd+2] (Pd(OAc)2), C1(CCCCC1)P(C1CCCCC1)C1CCCCC1 (tricyclohexylphosphine). Solvent: C1CCOC1 (THF). Conditions: time 5 hour. The product is CC=1C=C(C=C(C1C(C)=O)C)C1=CC=CC=C1 (1-(3,5-dimethyl-(1,1′-biphenyl)-4-yl)ethanone). Isolated yield 89.7%. Reaction SMILES: FC(F)(F)S(O[C:7]1[CH:12]=[C:11]([CH3:13])[C:10]([C:14](=[O:16])[CH3:15])=[C:9]([CH3:17])[CH:8]=1)(=O)=O.[F-].[K+].[C:22]1(B(O)O)[CH:27]=[CH:26][CH:25]=[CH:24][CH:23]=1>C1COCC1.CC([O-])=O.CC([O-])=O.[Pd+2].C1(P(C2CCCCC2)C2CCCCC2)CCCCC1>[CH3:17][C:9]1[CH:8]=[C:7]([C:22]2[CH:27]=[CH:26][CH:25]=[CH:24][CH:23]=2)[CH:12]=[C:11]([CH3:13])[C:10]=1[C:14](=[O:16])[CH3:15] |f:1.2,5.6.7|. Procedure: To a solution of 4-acetyl-3,5-dimethylphenyl trifluoromethanesulfonate (1.00 g, 3.38 mmol), KF (0.65 g, 11 mmol), and phenylboronic acid (0.49 g, 4.0 mmol) in THF (4.0 mL) was added tricyclohexylphosphine (11.4 mg, 0.04 mmol) and Pd(OAc)2 (7.6 mg, 0.03 mmol). The reaction mixture was stirred at room temperature for 5.0 h under N2. The reaction mixture was filtered through a small pad of diatomaceous earth, and the cake was washed with ethyl acetate (40 mL). The filtrate was concentrated under re... Starting materials: [Al+3].[Cl-].[Cl-].[Cl-] (AlCl3), ClC1=C(C=C[N+](=O)[O-])C=CC(=C1OC)OC (2-chloro-3,4-dimethoxy-β-nitrostyrene), [NH4+].[OH-] (NH4OH), [H-].[H-].[H-].[H-].[Li+].[Al+3] (LiAlH4). Run in C1CCOC1 (THF), O (water), C1CCOC1 (THF), C1CCOC1 (THF). Conditions: temperature 0 celsius, time 1 hour. Product: ClC1=C(C=CC(=C1OC)OC)CCN (2-(2-chloro-3,4-dimethoxyphenyl)ethylamine). Isolated yield 78.5%. As a reaction SMILES: [H-].[H-].[H-].[H-].[Li+].[Al+3].[Al+3].[Cl-].[Cl-].[Cl-].[Cl:11][C:12]1[C:22]([O:23][CH3:24])=[C:21]([O:25][CH3:26])[CH:20]=[CH:19][C:13]=1[CH:14]=[CH:15][N+:16]([O-])=O.[NH4+].[OH-]>C1COCC1.O>[Cl:11][C:12]1[C:22]([O:23][CH3:24])=[C:21]([O:25][CH3:26])[CH:20]=[CH:19][C:13]=1[CH2:14][CH2:15][NH2:16] |f:0.1.2.3.4.5,6.7.8.9,11.12|. Reported procedure: 28.8 g of LiAlH4 was dispersed in 920 ml of THF in a nitrogen stream. A solution of 100 g of AlCl3 in 1220 ml of THF was added dropwise to the dispersion under cooling at 0° C. After the completion of the addition, the mixture was stirred for 1 hour and a solution of 92 g of 2-chloro-3,4-dimethoxy-β-nitrostyrene obtained in Step 3 in 1440 ml of THF was added dropwise thereto. After the mixture was stirred at room temperature overnight, 122 ml of water was carefully added dropwise thereto under c... Starting materials: O=c1ccc2ncc(Br)cc2n1CC1OCCO1, CN(C)C=O, ClC(Cl)Cl, [H-], [Na+], O, c1c[nH]cn1. Product: O=c1ccc2ncc(-n3ccnc3)cc2n1CC1OCCO1. As a reaction SMILES: [Br:8][c:9]1[cH:10][n:11][c:12]2[cH:13][cH:14][c:15](=[O:25])[n:16]([CH2:19][CH:20]3[O:21][CH2:22][CH2:23][O:24]3)[c:17]2[cH:18]1.[CH3:30][N:31]([CH3:32])[CH:33]=[O:34].[CH:26]([Cl:27])([Cl:28])[Cl:29].[H-:1].[Na+:2].[OH2:35].[nH:3]1[cH:4][n:5][cH:6][cH:7]1>>[n:3]1(-[c:9]2[cH:10][n:11][c:12]3[cH:13][cH:14][c:15](=[O:25])[n:16]([CH2:19][CH:20]4[O:21][CH2:22][CH2:23][O:24]4)[c:17]3[cH:18]2)[cH:4][n:5][cH:6][cH:7]1. Starting materials: N1=C(C=CC=C1)C(=O)O (picolinic acid), NCCOC1=C(C=CC=2CCN(CCC21)C(C(F)(F)F)=O)Cl (6-(2-amino-ethoxy)-7-chloro-3-(2,2,2-trifluoroacetyl)-2,3,4,5-tetrahydro-1H-benzo[d]azepine), C(CCl)Cl (EDC), C=1C=CC2=C(C1)N=NN2O (HOBT). The solvent is C(Cl)Cl (DCM), O (water), C(Cl)Cl (DCM). Reaction conditions: time 10 minute. Yields the product ClC1=C(C2=C(CCN(CC2)C(C(F)(F)F)=O)C=C1)OCCNC(=O)C1=NC=CC=C1 (7-chloro-6-{2-[(pyridine-2-carbonyl)-amino]-ethoxy}-3-(2,2,2-trifluoroacetyl)-2,3,4,5-tetrahydro-1H-benzo[d]azepine). Isolated yield 71.6%. RXN SMILES: [N:1]1[CH:6]=[CH:5][CH:4]=[CH:3][C:2]=1[C:7]([OH:9])=O.C(Cl)CCl.C1C=CC2N(O)N=NC=2C=1.[NH2:24][CH2:25][CH2:26][O:27][C:28]1[C:38]2[CH2:37][CH2:36][N:35]([C:39](=[O:44])[C:40]([F:43])([F:42])[F:41])[CH2:34][CH2:33][C:32]=2[CH:31]=[CH:30][C:29]=1[Cl:45]>C(Cl)Cl.O>[Cl:45][C:29]1[CH:30]=[CH:31][C:32]2[CH2:33][CH2:34][N:35]([C:39](=[O:44])[C:40]([F:42])([F:41])[F:43])[CH2:36][CH2:37][C:38]=2[C:28]=1[O:27][CH2:26][CH2:25][NH:24][C:7]([C:2]1[CH:3]=[CH:4][CH:5]=[CH:6][N:1]=1)=[O:9]. Procedure details: Combine picolinic acid (40 mg, 0.327 mmol), EDC (57 mg, 0.297 mmol) and HOBT (40 mg, 0.297 mmol) in DCM (3 mL). Stir for 10 min at ambient temperature. Add 6-(2-amino-ethoxy)-7-chloro-3-(2,2,2-trifluoroacetyl)-2,3,4,5-tetrahydro-1H-benzo[d]azepine (100 mg, 0.297 mmol). Stir for 16 h at ambient temperature. Dilute with DCM, add water and extract the aqueous layer with DCM. Wash the combined organic extracts with 1M aqueous NaOH and brine. Dry the organic layer over MgSO4 and concentrate in vacuo....